Dataset: the Open Reaction Database (ORD), a public repository of structured organic reaction records. Task: describe an organic reaction: reactants, conditions, products, and yield Reactants: CCOC(=O)Cc1ccc(OC)c(Oc2ccc(N)cc2CN(CC)C(=O)C2CC2)c1, CC(C)(C)C(=O)Cl. Yields the product CCOC(=O)Cc1ccc(OC)c(Oc2ccc(NC(=O)C(C)(C)C)cc2CN(CC)C(=O)C2CC2)c1. RXN SMILES: [CH2:1]([CH3:2])[O:3][C:4]([CH2:5][c:6]1[cH:7][c:8]([O:14][c:15]2[c:16]([CH2:22][N:23]([CH2:24][CH3:25])[C:26](=[O:27])[CH:28]3[CH2:29][CH2:30]3)[cH:17][c:18]([NH2:21])[cH:19][cH:20]2)[c:9]([O:12][CH3:13])[cH:10][cH:11]1)=[O:31].[CH3:32][C:33]([C:34](=[O:35])[Cl:36])([CH3:37])[CH3:38]>>[CH2:1]([CH3:2])[O:3][C:4]([CH2:5][c:6]1[cH:7][c:8]([O:14][c:15]2[c:16]([CH2:22][N:23]([CH2:24][CH3:25])[C:26](=[O:27])[CH:28]3[CH2:29][CH2:30]3)[cH:17][c:18]([NH:21][C:34]([C:33]([CH3:32])([CH3:37])[CH3:38])=[O:35])[cH:19][cH:20]2)[c:9]([O:12][CH3:13])[cH:10][cH:11]1)=[O:31]. The reactants are N1=CC=CC=C1 (Pyridine), ClCC(=O)OCC (ethyl chloroacetate). Run in C(C)(=O)OCC (ethyl acetate). Product: [Cl-].C(C)OC(=O)C[N+]1=CC=CC=C1 (1-(Ethoxycarbonylmethyl)pyridinium Chloride). Reaction SMILES: [N:1]1[CH:6]=[CH:5][CH:4]=[CH:3][CH:2]=1.[Cl:7][CH2:8][C:9]([O:11][CH2:12][CH3:13])=[O:10]>C(OCC)(=O)C>[Cl-:7].[CH2:12]([O:11][C:9]([CH2:8][N+:1]1[CH:6]=[CH:5][CH:4]=[CH:3][CH:2]=1)=[O:10])[CH3:13] |f:3.4|. Procedure: Pyridine (1 equivalent) and ethyl chloroacetate (1 equivalent) in ethyl acetate were heated (70° C.) for 24 hours. The reaction mixture was cooled to room temperature and the resulting crystalline pyridinium salt filtered, washed with ethyl acetate, and dried in vacuum. Starting materials: C(C)OC(=O)C=1C(=C2C(=CN1)N(C(=C2Br)Br)CC2=CC(=C(C=C2)F)F)O (2,3-Dibromo-1-(3,4-difluoro-benzyl)-4-hydroxy-1H-pyrrolo[2,3-c]pyridine-5-carboxylic acid ethyl ester), C(#N)[Cu].CN1CCCC1=O (CuCN NMP). Yields the product C(C)OC(=O)C=1C(=C2C(=C(N1)C#N)N(C(=C2Br)Br)CC2=CC(=C(C=C2)F)F)O (2,3-Dibromo-7-cyano-1-(3,4-difluoro-benzyl)-4-hydroxy-1H-pyrrolo[2,3-c]pyridine-5-carboxylic acid ethyl ester). Reaction SMILES: [CH2:1]([O:3][C:4]([C:6]1[C:7]([OH:26])=[C:8]2[C:14]([Br:15])=[C:13]([Br:16])[N:12]([CH2:17][C:18]3[CH:23]=[CH:22][C:21]([F:24])=[C:20]([F:25])[CH:19]=3)[C:9]2=[CH:10][N:11]=1)=[O:5])[CH3:2].[C:27]([Cu])#[N:28].CN1C(=O)CCC1>>[CH2:1]([O:3][C:4]([C:6]1[C:7]([OH:26])=[C:8]2[C:14]([Br:15])=[C:13]([Br:16])[N:12]([CH2:17][C:18]3[CH:23]=[CH:22][C:21]([F:24])=[C:20]([F:25])[CH:19]=3)[C:9]2=[C:10]([C:27]#[N:28])[N:11]=1)=[O:5])[CH3:2] |f:1.2|. Procedure: 2,3-Dibromo-1-(3,4-difluoro-benzyl)-4-hydroxy-1H-pyrrolo[2,3-c]pyridine-5-carboxylic acid ethyl ester (4.98 g) was brominated similar to the synthesis of Example 103(a) to give the crude tribromo product, which was subjected to a cyanation condition CuCN/NMP similar to that of Example 105(a) to give the C-7 CN title product. The title compound, ESI MS (m/z): 514 (M+H)+. Starting materials: CCOC(=O)C=Cc1ccccc1CBr, CCO, N#C[Na]. Yields the product CCOC(=O)C=Cc1ccccc1CC#N. RXN SMILES: [Br:1][CH2:2][c:3]1[c:4]([CH:5]=[CH:6][C:7](=[O:8])[O:9][CH2:10][CH3:11])[cH:12][cH:13][cH:14][cH:15]1.[CH3:19][CH2:20][OH:21].[Na:16][C:17]#[N:18]>>[CH2:2]([c:3]1[c:4]([CH:5]=[CH:6][C:7](=[O:8])[O:9][CH2:10][CH3:11])[cH:12][cH:13][cH:14][cH:15]1)[C:17]#[N:18]. Starting materials: OB(O)c1ccc(C(F)(F)F)cc1, CC(Nc1nccc(-n2cnc3cc(I)ccc32)n1)c1ccccc1. The product is CC(Nc1nccc(-n2cnc3cc(-c4ccc(C(F)(F)F)cc4)ccc32)n1)c1ccccc1. As a reaction SMILES: [F:26][C:27]([c:28]1[cH:29][cH:30][c:31]([B:34]([OH:35])[OH:36])[cH:32][cH:33]1)([F:37])[F:38].[c:1]1([CH:7]([CH3:8])[NH:9][c:10]2[n:11][cH:12][cH:13][c:14](-[n:16]3[cH:17][n:18][c:19]4[c:20]3[cH:21][cH:22][c:23]([I:25])[cH:24]4)[n:15]2)[cH:2][cH:3][cH:4][cH:5][cH:6]1>>[c:1]1([CH:7]([CH3:8])[NH:9][c:10]2[n:11][cH:12][cH:13][c:14](-[n:16]3[cH:17][n:18][c:19]4[c:20]3[cH:21][cH:22][c:23](-[c:31]3[cH:30][cH:29][c:28]([C:27]([F:26])([F:37])[F:38])[cH:33][cH:32]3)[cH:24]4)[n:15]2)[cH:2][cH:3][cH:4][cH:5][cH:6]1. Reactants: BrB(Br)Br, O=C1CN(c2ccc(CC3C=Cc4ccccc4C(=O)N3)cc2OCc2ccccc2)S(=O)(=O)N1, ClCCl. Yields the product O=C1CN(c2ccc(CC3C=Cc4ccccc4C(=O)N3)cc2O)S(=O)(=O)N1. As a reaction SMILES: [B:36]([Br:37])([Br:38])[Br:39].[CH2:1]([c:2]1[cH:3][cH:4][cH:5][cH:6][cH:7]1)[O:8][c:9]1[cH:10][c:11]([CH2:12][CH:13]2[CH:14]=[CH:15][c:16]3[c:17]([cH:21][cH:22][cH:23][cH:24]3)[C:18](=[O:20])[NH:19]2)[cH:25][cH:26][c:27]1[N:28]1[S:29](=[O:34])(=[O:35])[NH:30][C:31](=[O:33])[CH2:32]1.[CH2:40]([Cl:41])[Cl:42]>>[OH:8][c:9]1[cH:10][c:11]([CH2:12][CH:13]2[CH:14]=[CH:15][c:16]3[c:17]([cH:21][cH:22][cH:23][cH:24]3)[C:18](=[O:20])[NH:19]2)[cH:25][cH:26][c:27]1[N:28]1[S:29](=[O:34])(=[O:35])[NH:30][C:31](=[O:33])[CH2:32]1. The reactants are CN1CC=2N(C3=C(C1=O)C=CC=C3)C=NC2C(=O)OCC (ethyl 5,6-dihydro-5-methyl-6-oxo-4H-imidazo[1,5-a][1,4]benzodiazepine-3-carboxylate), O.NN (hydrazine hydrate). Solvent: C(C)O (ethanol). The product is CN1CC=2N(C3=C(C1=O)C=CC=C3)C=NC2C(=O)NN (5,6-dihydro-5-methyl-6-oxo-4H-imidazo[1,5-a][1,4]benzodiazepine-3-carboxylic acid hydrazide). RXN SMILES: [CH3:1][N:2]1[C:8](=[O:9])[C:7]2[CH:10]=[CH:11][CH:12]=[CH:13][C:6]=2[N:5]2[CH:14]=[N:15][C:16]([C:17]([O:19]CC)=O)=[C:4]2[CH2:3]1.O.[NH2:23][NH2:24]>C(O)C>[CH3:1][N:2]1[C:8](=[O:9])[C:7]2[CH:10]=[CH:11][CH:12]=[CH:13][C:6]=2[N:5]2[CH:14]=[N:15][C:16]([C:17]([NH:23][NH2:24])=[O:19])=[C:4]2[CH2:3]1 |f:1.2|. Procedure: 50 g (187.3 mmol) of ethyl 5,6-dihydro-5-methyl-6-oxo-4H-imidazo[1,5-a][1,4]benzodiazepine-3-carboxylate in 400 ml of ethanol are heated to boiling under reflux for 2 hours together with 150 ml of hydrazine hydrate. The precipitated material is filtered off under suction and dried. There is obtained 5,6-dihydro-5-methyl-6-oxo-4H-imidazo[1,5-a][1,4]benzodiazepine-3-carboxylic acid hydrazide of melting point 312°-313°.